This data is from the Open Reaction Database (ORD), a public repository of structured organic reaction records. The task is: describe an organic reaction: reactants, conditions, products, and yield The reactants are COCCCn1c(C2CCCN(C(=O)OC(C)(C)C)C2)nc2cccc(C(=O)OC)c21, ClCCl, O=C(O)C(F)(F)F. Yields the product COCCCn1c(C2CCCNC2)nc2cccc(C(=O)OC)c21. As a reaction SMILES: [C:1]([O:2][C:3](=[O:4])[N:8]1[CH2:9][CH:10]([c:14]2[n:15][c:16]3[c:17]([n:18]2[CH2:19][CH2:20][CH2:21][O:22][CH3:23])[c:24]([C:28](=[O:29])[O:30][CH3:31])[cH:25][cH:26][cH:27]3)[CH2:11][CH2:12][CH2:13]1)([CH3:5])([CH3:6])[CH3:7].[Cl:39][CH2:40][Cl:41].[F:32][C:33]([F:34])([F:35])[C:36]([OH:37])=[O:38]>>[NH:8]1[CH2:9][CH:10]([c:14]2[n:15][c:16]3[c:17]([n:18]2[CH2:19][CH2:20][CH2:21][O:22][CH3:23])[c:24]([C:28](=[O:29])[O:30][CH3:31])[cH:25][cH:26][cH:27]3)[CH2:11][CH2:12][CH2:13]1. Starting materials: C=O, CNC, CCO, CN(C)C=O, Oc1c(-c2ccccc2)cccc1-c1ccccc1. Product: CN(C)Cc1cc(-c2ccccc2)c(O)c(-c2ccccc2)c1. As a reaction SMILES: [CH2:23]=[O:24].[CH3:1][NH:2][CH3:3].[CH3:25][CH2:26][OH:27].[O:28]=[CH:29][N:30]([CH3:31])[CH3:32].[c:4]1(-[c:10]2[c:11]([OH:22])[c:12](-[c:16]3[cH:17][cH:18][cH:19][cH:20][cH:21]3)[cH:13][cH:14][cH:15]2)[cH:5][cH:6][cH:7][cH:8][cH:9]1>>[CH3:1][N:2]([CH3:3])[CH2:23][c:14]1[cH:13][c:12](-[c:16]2[cH:17][cH:18][cH:19][cH:20][cH:21]2)[c:11]([OH:22])[c:10](-[c:4]2[cH:5][cH:6][cH:7][cH:8][cH:9]2)[cH:15]1.